From a dataset of the Open Reaction Database (ORD), a public repository of structured organic reaction records. describe an organic reaction: reactants, conditions, products, and yield The reactants are C1CCOC1, COc1nc(-c2cccc(OC(F)(F)F)c2)n(C)c1C=O, COC(=O)c1c(OC)nc(-c2cccc(OC(F)(F)F)c2)n1C, CO, Cl, [Li+], [OH-]. The product is COc1nc(-c2cccc(OC(F)(F)F)c2)n(C)c1C(=O)O. RXN SMILES: [CH2:48]1[O:49][CH2:50][CH2:51][CH2:52]1.[CH3:1][O:2][c:3]1[n:4][c:5](-[c:6]2[cH:7][cH:8][cH:9][c:10]([O:11][C:12]([F:13])([F:14])[F:15])[cH:16]2)[n:17]([CH3:18])[c:19]1[CH:20]=[O:21].[CH3:22][O:23][C:24](=[O:25])[c:26]1[n:27]([CH3:44])[c:28](-[c:33]2[cH:34][c:35]([O:39][C:40]([F:41])([F:42])[F:43])[cH:36][cH:37][cH:38]2)[n:29][c:30]1[O:31][CH3:32].[CH3:53][OH:54].[ClH:47].[Li+:46].[OH-:45]>>[O:23]=[C:24]([OH:25])[c:26]1[n:27]([CH3:44])[c:28](-[c:33]2[cH:34][c:35]([O:39][C:40]([F:41])([F:42])[F:43])[cH:36][cH:37][cH:38]2)[n:29][c:30]1[O:31][CH3:32]. Reactants: O=C([O-])[O-], Cc1cccc2cc(CCl)c(-c3ccccc3Cl)nc12, [Cs+], [Cs+], Nc1ncnc2[nH]ccc(=O)c12, CN(C)C=O. The product is Cc1cccc2cc(Cn3ccc(=O)c4c(N)ncnc43)c(-c3ccccc3Cl)nc12. RXN SMILES: [C:13](=[O:14])([O-:15])[O-:16].[Cl:19][CH2:20][c:21]1[c:22](-[c:32]2[c:33]([Cl:38])[cH:34][cH:35][cH:36][cH:37]2)[n:23][c:24]2[c:25]([CH3:31])[cH:26][cH:27][cH:28][c:29]2[cH:30]1.[Cs+:17].[Cs+:18].[NH2:1][c:2]1[c:3]2[c:4]([n:5][cH:6][n:7]1)[nH:8][cH:9][cH:10][c:11]2=[O:12].[O:39]=[CH:40][N:41]([CH3:42])[CH3:43]>>[NH2:1][c:2]1[c:3]2[c:4]([n:5][cH:6][n:7]1)[n:8]([CH2:20][c:21]1[c:22](-[c:32]3[c:33]([Cl:38])[cH:34][cH:35][cH:36][cH:37]3)[n:23][c:24]3[c:25]([CH3:31])[cH:26][cH:27][cH:28][c:29]3[cH:30]1)[cH:9][cH:10][c:11]2=[O:12]. Starting materials: O1CCOC12CCC(CC2)CO (1,4-dioxaspiro[4.5]decan-8-ylmethanol), N1C=NC=C1 (imidazole), [Si](C)(C)(C(C)(C)C)Cl (tert-butyldimethylsilyl chloride). Solvent: CN(C)C=O (DMF). Run at time 18 hour. Product: O1CCOC12CCC(CC2)CO[Si](C)(C)C(C)(C)C ((1,4-Dioxaspiro[4.5]decan-8-ylmethoxy)(tert-butyl)dimethylsilane). Isolated yield 101.4%. As a reaction SMILES: [O:1]1[C:5]2([CH2:10][CH2:9][CH:8]([CH2:11][OH:12])[CH2:7][CH2:6]2)[O:4][CH2:3][CH2:2]1.N1C=CN=C1.[Si:18](Cl)([C:21]([CH3:24])([CH3:23])[CH3:22])([CH3:20])[CH3:19]>CN(C=O)C>[O:1]1[C:5]2([CH2:10][CH2:9][CH:8]([CH2:11][O:12][Si:18]([C:21]([CH3:24])([CH3:23])[CH3:22])([CH3:20])[CH3:19])[CH2:7][CH2:6]2)[O:4][CH2:3][CH2:2]1. Procedure details: To a solution of 1,4-dioxaspiro[4.5]decan-8-ylmethanol (8.60 g, 49.9 mmol) and imidazole (8.50 g, 125 mmol) in DMF (50 mL) was added tert-butyldimethylsilyl chloride (9.03 g, 59.9 mmol), and the mixture stirred at room temp. for 18 hours. The mixture was concentrated in vacuo and the residue redissolved in ethyl acetate (20 mL), washed with water followed by brine, then dried (Na2SO4), and concentrated in vacuo to provide the title compound (14.5 g, 50.6 mmol, 101% yield) as a clear oil: LCMS: m...